This data is from the Open Reaction Database (ORD), a public repository of structured organic reaction records. The task is: describe an organic reaction: reactants, conditions, products, and yield Reactants: O=C([O-])[O-], Cc1cc(C(C)OS(C)(=O)=O)ccc1[N+](=O)[O-], CC#N, FC(F)(F)c1cc[nH]n1, [K+], [K+], C1COCCOCCOCCOCCOCCO1, O. The product is Cc1cc(C(C)n2ccc(C(F)(F)F)n2)ccc1[N+](=O)[O-]. As a reaction SMILES: [C:27](=[O:28])([O-:29])[O-:30].[CH3:1][S:2]([O:3][CH:6]([CH3:7])[c:8]1[cH:9][c:10]([CH3:17])[c:11]([N+:14](=[O:15])[O-:16])[cH:12][cH:13]1)(=[O:4])=[O:5].[CH3:51][C:52]#[N:53].[F:18][C:19]([c:20]1[n:21][nH:22][cH:23][cH:24]1)([F:25])[F:26].[K+:31].[K+:32].[O:33]1[CH2:34][CH2:35][O:36][CH2:37][CH2:38][O:39][CH2:40][CH2:41][O:42][CH2:43][CH2:44][O:45][CH2:46][CH2:47][O:48][CH2:49][CH2:50]1.[OH2:54]>>[CH:6]([CH3:7])([c:8]1[cH:9][c:10]([CH3:17])[c:11]([N+:14](=[O:15])[O-:16])[cH:12][cH:13]1)[n:22]1[n:21][c:20]([C:19]([F:18])([F:25])[F:26])[cH:24][cH:23]1. Starting materials: ice water, C(C)(=O)C=1C=CC(=C(C1)NC=1OC(=CN1)C1=CC=C(C#N)C=C1)C (4-[2-(5-Acetyl-2-methyl-phenylamino)-oxazol-5-yl]-benzonitrile), C(C1=CC=CC=C1)=O (benzaldehyde), [OH-].[Na+] (NaOH). The solvent is C(C)O (ethanol). Reaction conditions: time 16 hour. Product: CC1=C(C=C(C=C1)C(CCC1=CC=CC=C1)=O)NC=1OC(=CN1)C1=CC=C(C#N)C=C1 (4-{2-[2-Methyl-5-(3-phenyl-propionyl)-phenylamino]-oxazol-5-yl}-benzonitrile). Reaction SMILES: [C:1]([C:4]1[CH:5]=[CH:6][C:7]([CH3:24])=[C:8]([NH:10][C:11]2[O:12][C:13]([C:16]3[CH:23]=[CH:22][C:19]([C:20]#[N:21])=[CH:18][CH:17]=3)=[CH:14][N:15]=2)[CH:9]=1)(=[O:3])[CH3:2].[CH:25](=O)[C:26]1[CH:31]=[CH:30][CH:29]=[CH:28][CH:27]=1.[OH-].[Na+]>C(O)C>[CH3:24][C:7]1[CH:6]=[CH:5][C:4]([C:1](=[O:3])[CH2:2][CH2:25][C:26]2[CH:31]=[CH:30][CH:29]=[CH:28][CH:27]=2)=[CH:9][C:8]=1[NH:10][C:11]1[O:12][C:13]([C:16]2[CH:23]=[CH:22][C:19]([C:20]#[N:21])=[CH:18][CH:17]=2)=[CH:14][N:15]=1 |f:2.3|. Procedure: To a stirred solution of 4-[2-(5-Acetyl-2-methyl-phenylamino)-oxazol-5-yl]-benzonitrile (100 mg, 0.315 mmol) and benzaldehyde (0.035 mL, 0.35 mmol) in ethanol, was added dropwise at 0° C., 1 mL of aqueous NaOH 30%. After the mixture was stirred at room temperature for 16 h and poured into ice water (ca. 10 mL). The precipitate was filtered, washed diethyl ether and dried under vacuum. Run at time 20 minute. Procedure details: (2-Bromo-4-tert-butyl-5-nitro-phenyl)methyl carbonate (72.9 g, 219.5 mmol) was charged to a reactor and DCM (291.6 mL) was added. The yellow reaction solution was cooled using an ice bath. Sodium methoxide (67.04 g, 69.11 mL of 5.4 M, 373.2 mmol) was added portion-wise at 2.2-6.9° C. After complete addition, the reaction was slowly warmed to ambient temperature. When complete, the reaction was cooled to 0° C. and quenched with 1M HCl (373.2 mL, 373.2 mmol). The biphasic mixture was stirred for 2... Run in CCCCCCC (heptane), C(Cl)Cl (DCM). The product is BrC1=C(C=C(C(=C1)C(C)(C)C)[N+](=O)[O-])O (2-bromo-4-tert-butyl-5-nitro-phenol). Reactants: C(OCC1=C(C=C(C(=C1)[N+](=O)[O-])C(C)(C)C)Br)([O-])=O ((2-Bromo-4-tert-butyl-5-nitro-phenyl)methyl carbonate), CO.[N+](=O)([O-])C=1C=CC=C(C1)O (5-nitro phenol methanol), C[O-].[Na+] (Sodium methoxide), Cl (HCl). Reaction SMILES: C(=O)([O-])OC[C:4]1[CH:9]=[C:8]([N+:10]([O-:12])=[O:11])[C:7]([C:13]([CH3:16])([CH3:15])[CH3:14])=[CH:6][C:5]=1[Br:17].C[O-].[Na+].Cl.CO.[N+](C1C=CC=C(O)C=1)([O-])=[O:27]>CCCCCCC.C(Cl)Cl>[Br:17][C:5]1[CH:6]=[C:7]([C:13]([CH3:16])([CH3:15])[CH3:14])[C:8]([N+:10]([O-:12])=[O:11])=[CH:9][C:4]=1[OH:27] |f:1.2,4.5|. Reactants: C1CCOC1, O=C(C=Cc1cccc(O)c1)c1ccccc1, [Pd]. The product is O=C(CCc1cccc(O)c1)c1ccccc1. As a reaction SMILES: [CH2:19]1[O:20][CH2:21][CH2:22][CH2:23]1.[OH:1][c:2]1[cH:3][c:4]([CH:8]=[CH:9][C:10](=[O:11])[c:12]2[cH:13][cH:14][cH:15][cH:16][cH:17]2)[cH:5][cH:6][cH:7]1.[Pd:18]>>[OH:1][c:2]1[cH:3][c:4]([CH2:8][CH2:9][C:10](=[O:11])[c:12]2[cH:13][cH:14][cH:15][cH:16][cH:17]2)[cH:5][cH:6][cH:7]1. Reactants: CN1CCOCC1 (N-methylmorpholine), C(C1=CC=CC=C1)OC(=O)N[C@@H](CC1=CC=CC=C1)C(=O)N[C@@H](CC1=CNC=N1)C(=O)NN (N-benzyloxycarbonyl-L-phenylalanyl-L-histidine hydrazide), Cl.N[C@@H](CC(C)C)P(O)(O)=O.N[C@@H](CC(C)C)P(O)(O)=O (1(R)-amino-3-methylbutylphosphonic acid hemihydrochloride). Reaction conditions: temperature 4 celsius, time 11 day. Run in CN(C=O)C (dimethylformamide). Yields the product [N-]=[N+]=[N-] (azide), C(C1=CC=CC=C1)OC(=O)N[C@@H](CC1=CC=CC=C1)C(=O)N[C@@H](CC1=CNC=N1)C(=O)N[C@@H](CC(C)C)P(O)(O)=O (1(R)-(N-Benzyloxycarbonyl-L-phenylalanyl-L-histidyl)amino-3-methylbutylphosphonic acid). Reported procedure: An azide solution was prepared in the same way as in Example 8 using 0.45 g. (1 mmole) of N-benzyloxycarbonyl-L-phenylalanyl-L-histidine hydrazide. To the solution was added 0.20 g. (1 mmole) of 1(R)-amino-3-methylbutylphosphonic acid hemihydrochloride (melting at 267°-269.5°) prepared according to the method of J. R. Chambers and A. F. Isbell [J. Org. Chem., 29, 832 (1964)], followed by 0.11 g. of N-methylmorpholine. The mixture was stirred at 4° C. for 11 days. Insoluble matter was removed by ... RXN SMILES: [CH2:1]([O:8][C:9]([NH:11][C@H:12]([C:20]([NH:22][C@H:23]([C:30]([NH:32][NH2:33])=[O:31])[CH2:24][C:25]1[N:29]=[CH:28][NH:27][CH:26]=1)=[O:21])[CH2:13][C:14]1[CH:19]=[CH:18][CH:17]=[CH:16][CH:15]=1)=[O:10])[C:2]1[CH:7]=[CH:6][CH:5]=[CH:4][CH:3]=1.Cl.[NH2:35][C@H](P(=O)(O)O)CC(C)C.[NH2:45][C@H:46]([P:51](=[O:54])([OH:53])[OH:52])[CH2:47][CH:48]([CH3:50])[CH3:49].CN1CCOCC1>CN(C)C=O>[N-:35]=[N+:32]=[N-:33].[CH2:1]([O:8][C:9]([NH:11][C@H:12]([C:20]([NH:22][C@H:23]([C:30]([NH:45][C@H:46]([P:51](=[O:53])([OH:52])[OH:54])[CH2:47][CH:48]([CH3:50])[CH3:49])=[O:31])[CH2:24][C:25]1[N:29]=[CH:28][NH:27][CH:26]=1)=[O:21])[CH2:13][C:14]1[CH:19]=[CH:18][CH:17]=[CH:16][CH:15]=1)=[O:10])[C:2]1[CH:3]=[CH:4][CH:5]=[CH:6][CH:7]=1 |f:1.2.3|.